Dataset: the Open Reaction Database (ORD), a public repository of structured organic reaction records. Task: describe an organic reaction: reactants, conditions, products, and yield Starting materials: C1(=CC=C(C=C1)S(=O)(=O)CCOC(COC1=CC(=C(C(=C1)C)S(=O)(=O)N1C(=NC2=C1C=CC=C2)S(=O)CC2=NC=CC(=C2C)OCCCOC)C)=O)C (3,5-dimethyl-4-{2-[4-(3-methoxy-propoxy)-3-methyl-pyridin-2-yl-methanesulfinyl]-benzimidazole-1-sulfonyl}phenoxyacetic acid 2-(toluene-4-sulfonyl)ethyl ester), C1(=CC=C(C=C1)S(=O)(=O)CCOC(COC1=CC(=C(C(=C1)C)S(=O)(=O)N1C(=NC2=C1C=CC=C2)S(=O)CC2=NC=CC(=C2C)OCCCOC)C)=O)C (3,5-dimethyl-4-{2-[4-(3-methoxy-propoxy)-3-methyl-pyridin-2-yl-methanesulfinyl]-benzimidazole-1-sulfonyl}phenoxyacetic acid 2-(toluene-4-sulfonyl)ethyl ester), C(=O)(O)[O-].[Na+] (NaHCO3). Run in CC#N (CH3CN), O (H2O). Conditions: temperature 65 celsius, time 8 hour. Product: [Na+].CC=1C=C(OCC(=O)[O-])C=C(C1S(=O)(=O)N1C(=NC2=C1C=CC=C2)S(=O)CC2=NC=CC(=C2C)OCCCOC)C (3,5-dimethyl-4-{2-[4-(3-methoxy-propoxy)-3-methyl-pyridin-2-yl-methanesulfinyl]-benzimidazole-1-sulfonyl}phenoxyacetic acid sodium salt). Isolated yield 67.5%. As a reaction SMILES: C1(C)C=CC(S(CC[O:12][C:13](=[O:52])[CH2:14][O:15][C:16]2[CH:21]=[C:20]([CH3:22])[C:19]([S:23]([N:26]3[C:30]4[CH:31]=[CH:32][CH:33]=[CH:34][C:29]=4[N:28]=[C:27]3[S:35]([CH2:37][C:38]3[C:43]([CH3:44])=[C:42]([O:45][CH2:46][CH2:47][CH2:48][O:49][CH3:50])[CH:41]=[CH:40][N:39]=3)=[O:36])(=[O:25])=[O:24])=[C:18]([CH3:51])[CH:17]=2)(=O)=O)=CC=1.C([O-])(O)=O.[Na+:58]>CC#N.O>[Na+:58].[CH3:22][C:20]1[CH:21]=[C:16]([CH:17]=[C:18]([CH3:51])[C:19]=1[S:23]([N:26]1[C:30]2[CH:31]=[CH:32][CH:33]=[CH:34][C:29]=2[N:28]=[C:27]1[S:35]([CH2:37][C:38]1[C:43]([CH3:44])=[C:42]([O:45][CH2:46][CH2:47][CH2:48][O:49][CH3:50])[CH:41]=[CH:40][N:39]=1)=[O:36])(=[O:24])=[O:25])[O:15][CH2:14][C:13]([O-:52])=[O:12] |f:1.2,5.6|. Reported procedure: To a solution of 3,5-dimethyl-4-{2-[4-(3-methoxy-propoxy)-3-methyl-pyridin-2-yl-methanesulfinyl]-benzimidazole-1-sulfonyl}phenoxyacetic acid 2-(toluene-4-sulfonyl)ethyl ester (Intermediate 58, 1.6 g, 1.90 mmol) in 10 mL of CH3CN was added a solution of NaHCO3 (208 mg, 2.47 mmol, 1.3 eq) in 5 mL of H2O. The mixture was heated to 65° C. for 3 h. Thereafter all the volatile materials were removed under vacuum, the mixture was washed with EtOAc (2×), and then the aqueous layer was lyophilized overni...